Dataset: the Open Reaction Database (ORD), a public repository of structured organic reaction records. Task: describe an organic reaction: reactants, conditions, products, and yield Reactants: C1CCOC1, [Li]CCCC, O=C1CCC2(CC1)OCCO2, c1cscn1. Product: OC1(c2nccs2)CCC2(CC1)OCCO2. RXN SMILES: [CH2:22]1[O:23][CH2:24][CH2:25][CH2:26]1.[CH3:1][CH2:2][CH2:3][CH2:4][Li:5].[O:11]1[CH2:12][CH2:13][O:14][C:15]12[CH2:16][CH2:17][C:18](=[O:21])[CH2:19][CH2:20]2.[cH:6]1[cH:7][s:8][cH:9][n:10]1>>[cH:6]1[cH:7][s:8][c:9]([C:18]2([OH:21])[CH2:17][CH2:16][C:15]3([O:11][CH2:12][CH2:13][O:14]3)[CH2:20][CH2:19]2)[n:10]1. Reactants: C=O, CN(N)C(=O)Nc1nnc(C(F)(F)F)s1, CO, [K+], [OH-]. Yields the product CN1NCN(c2nnc(C(F)(F)F)s2)C1=O. As a reaction SMILES: [CH2:16]=[O:17].[CH3:1][N:2]([NH2:3])[C:4](=[O:5])[NH:6][c:7]1[s:8][c:9]([C:12]([F:13])([F:14])[F:15])[n:10][n:11]1.[CH3:20][OH:21].[K+:19].[OH-:18]>>[CH3:1][N:2]1[NH:3][CH2:16][N:6]([c:7]2[s:8][c:9]([C:12]([F:13])([F:14])[F:15])[n:10][n:11]2)[C:4]1=[O:5]. The reactants are CC1=C(N=CN1)CSCCN (2-(5-methyl-4-imidazolylmethylthio)ethylamine), CSC=1NCCC1[N+](=O)[O-] (2-methylthio-3-nitro-4,5-dihydropyrrole). The solvent is C(C)O (ethanol). The product is CC1=C(N=CN1)CSCCNC=1NCCC1[N+](=O)[O-] (2-[2-(5-methyl-4-imidazolylmethylthio)ethylamino]-3-nitro-4,5-dihydropyrrole). Isolated yield 65.9%. RXN SMILES: [CH3:1][C:2]1[NH:6][CH:5]=[N:4][C:3]=1[CH2:7][S:8][CH2:9][CH2:10][NH2:11].CS[C:14]1[NH:15][CH2:16][CH2:17][C:18]=1[N+:19]([O-:21])=[O:20]>C(O)C>[CH3:1][C:2]1[NH:6][CH:5]=[N:4][C:3]=1[CH2:7][S:8][CH2:9][CH2:10][NH:11][C:14]1[NH:15][CH2:16][CH2:17][C:18]=1[N+:19]([O-:21])=[O:20]. Reported procedure: A solution of 2-(5-methyl-4-imidazolylmethylthio)ethylamine (1.3 g, 0.0076 mol) and 2-methylthio-3-nitro-4,5-dihydropyrrole (1.2 g, 0.0075 mol) in ethanol (50 ml) was refluxed for 11/2 hours. The mixture was cooled, and the solid was filtered off and recrystallised from methanol/water to give 2-[2-(5-methyl-4-imidazolylmethylthio)ethylamino]-3-nitro-4,5-dihydropyrrole (1.4 g, 66%) m.p. 207.5°-208°. Reactants: C1(=CC=CC=C1)N(C(=O)C=1C=CC2=C(N=C(S2)CNC2=CC=C(C=C2)C#N)C1)CC(=O)OCC (2-[N-(4-cyanophenyl)aminomethyl]benzothiazol-5-yl-carboxylic acid-N-phenyl-N-(ethoxycarbonylmethyl)amide), Cl (hydrochloric acid), C(C)O (ethanol), C([O-])([O-])=O.[NH4+].[NH4+] (ammonium carbonate), C26H25N5O3S. Reagents/catalysts: C(C)(=O)O (acetic acid). Solvent: C(Cl)Cl.C(C)O (methylene chloride ethanol). The product is Cl.C1(=CC=CC=C1)N(C(=O)C=1C=CC2=C(N=C(S2)CNC2=CC=C(C=C2)C(N)=N)C1)CC(=O)OCC (2-[N-(4-amidinophenyl)aminomethyl]benzothiazol-5-yl-carboxylic acid-N-phenyl-N-(ethoxycarbonylmethyl)amide hydrochloride). Yield: 82.0%. As a reaction SMILES: [C:1]1([N:7]([CH2:29][C:30]([O:32][CH2:33][CH3:34])=[O:31])[C:8]([C:10]2[CH:11]=[CH:12][C:13]3[S:17][C:16]([CH2:18][NH:19][C:20]4[CH:25]=[CH:24][C:23]([C:26]#[N:27])=[CH:22][CH:21]=4)=[N:15][C:14]=3[CH:28]=2)=[O:9])[CH:6]=[CH:5][CH:4]=[CH:3][CH:2]=1.[ClH:35].C(O)C.C(=O)([O-])[O-].[NH4+:43].[NH4+]>C(O)(=O)C.C(Cl)Cl.C(O)C>[ClH:35].[C:1]1([N:7]([CH2:29][C:30]([O:32][CH2:33][CH3:34])=[O:31])[C:8]([C:10]2[CH:11]=[CH:12][C:13]3[S:17][C:16]([CH2:18][NH:19][C:20]4[CH:25]=[CH:24][C:23]([C:26](=[NH:43])[NH2:27])=[CH:22][CH:21]=4)=[N:15][C:14]=3[CH:28]=2)=[O:9])[CH:6]=[CH:5][CH:4]=[CH:3][CH:2]=1 |f:3.4.5,7.8,9.10|. Procedure details: Prepared analogously to Example 9 from 2-[N-(4-cyanophenyl)aminomethyl]benzothiazol-5-yl-carboxylic acid-N-phenyl-N-(ethoxycarbonylmethyl)amide, ethanolic hydrochloric acid, ethanol, and ammonium carbonate. Yield: 82% of theory, C26H25N5O3S (487.58); Rf value: 0.21 (silica gel; methylene chloride/ethanol=4:1+a few drops of acetic acid); EKA mass spectrum: (M+H)+=488. Reactants: Cl (hydrochloric acid), ClC1=C(C=CC=C1)C1CC(C=2C(=C[N+](=NC2C1)[O-])C)=O (7-(2-chlorophenyl)-4-methyl-5,6,7,8-tetrahydrocinnolin-5-one-2-oxide), C(=N)(N)NN.Cl (aminoguanidine hydrochloride). The solvent is C(C)O (ethanol). Reaction conditions: temperature 100 celsius, time 3 hour. The product is Cl.ClC1=C(C=CC=C1)C1CC(C=2C(=C[N+](=NC2C1)[O-])C)=NNC(=N)N (7-(2-chlorophenyl)-5-guanidinoimino-4-methyl-5,6,7,8-tetrahydrocinnolin-2-oxide hydrochloride). The yield is 151.5%. Reaction SMILES: [Cl:1][C:2]1[CH:7]=[CH:6][CH:5]=[CH:4][C:3]=1[CH:8]1[CH2:17][C:16]2[N:15]=[N+:14]([O-:18])[CH:13]=[C:12]([CH3:19])[C:11]=2[C:10](=O)[CH2:9]1.[C:21]([NH:24][NH2:25])([NH2:23])=[NH:22].Cl.Cl>C(O)C>[ClH:1].[Cl:1][C:2]1[CH:7]=[CH:6][CH:5]=[CH:4][C:3]=1[CH:8]1[CH2:17][C:16]2[N:15]=[N+:14]([O-:18])[CH:13]=[C:12]([CH3:19])[C:11]=2[C:10](=[N:25][NH:24][C:21]([NH2:23])=[NH:22])[CH2:9]1 |f:1.2,5.6|. Reported procedure: To a mixture of 7-(2-chlorophenyl)-4-methyl-5,6,7,8-tetrahydrocinnolin-5-one-2-oxide (116 mg) and aminoguanidine hydrochloride (49 mg) were added ethanol (3 ml) and concentrated hydrochloric acid (0.05 ml), and the mixture was stirred at 100° C. (bath temperature) for 3 hours. The reaction solution was cooled to room temperature, and the resulting crystals were filtered and dried to give 7-(2-chlorophenyl)-5-guanidinoimino-4-methyl-5,6,7,8-tetrahydrocinnolin-2-oxide hydrochloride (Compound 160) ... The reactants are C(C1=CC=CC=C1)OC1=CC(=C(C=C1)C(C)=O)C (1-[4-(benzyloxy)-2-methylphenyl]ethanone), [Na+].[Br-] (NaBr), oxone monopersulfate, C(C)(=O)OCC (ethyl acetate), S(=O)([O-])[O-].[Na+].[Na+] (sodium sulfite). The solvent is CC(=O)C (acetone), O (water), O (water), OOS(=O)[O-].[K+] (Oxone), O (water), O (water). Conditions: time 2.5 hour. The product is C(C1=CC=CC=C1)OC1=CC(=C(C=C1Br)C(C)=O)C (1-[4-(benzyloxy)-5-bromo-2-methylphenyl]ethanone). Yield: 97.8%. RXN SMILES: [CH2:1]([O:8][C:9]1[CH:14]=[CH:13][C:12]([C:15](=[O:17])[CH3:16])=[C:11]([CH3:18])[CH:10]=1)[C:2]1[CH:7]=[CH:6][CH:5]=[CH:4][CH:3]=1.[Na+].[Br-:20].S([O-])([O-])=O.[Na+].[Na+].C(OCC)(=O)C>CC(C)=O.O.OOS([O-])=O.[K+]>[CH2:1]([O:8][C:9]1[C:14]([Br:20])=[CH:13][C:12]([C:15](=[O:17])[CH3:16])=[C:11]([CH3:18])[CH:10]=1)[C:2]1[CH:3]=[CH:4][CH:5]=[CH:6][CH:7]=1 |f:1.2,3.4.5,9.10|. Procedure details: To a solution of 1-[4-(benzyloxy)-2-methylphenyl]ethanone (20.9 g, 87.1 mmol) in acetone (300 mL), a solution of NaBr (9.86 g, 95.9 mmol) in water (100 mL), water (200 mL) and Oxone® (oxone monopersulfate compound, Aldrich) (59.0 g, 95.9 mmol) were added and stirred at room temperature for 2.5 hours. The reaction mixture was mixed with a solution of sodium sulfite (20 g) in water (50 mL) under ice cooling, followed by addition of water and ethyl acetate to separate the organic layer. The organic...